Task: describe an organic reaction: reactants, conditions, products, and yield. Dataset: the Open Reaction Database (ORD), a public repository of structured organic reaction records Starting materials: O=C(Cl)C(=O)Cl, O=C(O)CSCCOc1ccccc1. The product is O=C(Cl)CSCCOc1ccccc1. RXN SMILES: [Cl:15][C:16]([C:17]([Cl:18])=[O:19])=[O:20].[O:1]([c:2]1[cH:3][cH:4][cH:5][cH:6][cH:7]1)[CH2:8][CH2:9][S:10][CH2:11][C:12](=[O:13])[OH:14]>>[O:1]([c:2]1[cH:3][cH:4][cH:5][cH:6][cH:7]1)[CH2:8][CH2:9][S:10][CH2:11][C:12](=[O:14])[Cl:15].